Dataset: the Open Reaction Database (ORD), a public repository of structured organic reaction records. Task: describe an organic reaction: reactants, conditions, products, and yield Starting materials: SCCNC(C)=O (N-(2-mercaptoethyl)acetamide), P(=O)(OC1=CC=CC=C1)(OC1=CC=CC=C1)Cl (diphenyl chlorophosphate), C(C)(C)N(CC)C(C)C (diisopropylethylamine), O=C1[C@@H](N2C([C@H]([C@H]2C1)C(C)(OC(=O)OCC1=CC=C(C=C1)[N+](=O)[O-])C)=O)C(=O)OCC1=CC=C(C=C1)[N+](=O)[O-] (4-nitrobenzyl (2R,5R,6R)-3,7-dioxo-6-[1-methyl-1-(4-nitrobenzyloxycarbonyloxy)ethyl]-1-azabicyclo[3.2.0]heptane-2-carboxylate), C(C)(C)N(CC)C(C)C (diisopropylethylamine). Reagents/catalysts: CN(C)C1=CC=NC=C1 (4-(N,N-dimethylamino)pyridine). Run in C(C)#N (acetonitrile), C(C)#N (acetonitrile), C(C)(=O)OCC (ethyl acetate), C(C)#N (acetonitrile), C(C)#N (acetonitrile), C(C)#N (acetonitrile). Conditions: temperature 0 celsius, time 1.5 hour. Product: C(C)(=O)NCCSC1=C(N2C([C@H]([C@H]2C1)C(C)(OC(=O)OCC1=CC=C(C=C1)[N+](=O)[O-])C)=O)C(=O)OCC1=CC=C(C=C1)[N+](=O)[O-] (4-nitrobenzyl (5R,6R)-3-(2-acetamidoethylthio)-6-[1-methyl-1-(4-nitrobenzyloxycarbonyloxy)ethyl]-7-oxo-1-azabicyclo[3.2.0]hept-2-ene-2-carboxylate). Yield: 81.4%. As a reaction SMILES: O=[C:2]1[CH2:8][C@H:7]2[N:4]([C:5](=[O:26])[C@H:6]2[C:9]([CH3:25])([O:11][C:12]([O:14][CH2:15][C:16]2[CH:21]=[CH:20][C:19]([N+:22]([O-:24])=[O:23])=[CH:18][CH:17]=2)=[O:13])[CH3:10])[C@H:3]1[C:27]([O:29][CH2:30][C:31]1[CH:36]=[CH:35][C:34]([N+:37]([O-:39])=[O:38])=[CH:33][CH:32]=1)=[O:28].C(N(C(C)C)CC)(C)C.P(Cl)(OC1C=CC=CC=1)(OC1C=CC=CC=1)=O.[SH:66][CH2:67][CH2:68][NH:69][C:70](=[O:72])[CH3:71]>CN(C1C=CN=CC=1)C.C(#N)C.C(OCC)(=O)C>[C:70]([NH:69][CH2:68][CH2:67][S:66][C:2]1[CH2:8][C@H:7]2[N:4]([C:5](=[O:26])[C@H:6]2[C:9]([CH3:10])([O:11][C:12]([O:14][CH2:15][C:16]2[CH:17]=[CH:18][C:19]([N+:22]([O-:24])=[O:23])=[CH:20][CH:21]=2)=[O:13])[CH3:25])[C:3]=1[C:27]([O:29][CH2:30][C:31]1[CH:32]=[CH:33][C:34]([N+:37]([O-:39])=[O:38])=[CH:35][CH:36]=1)=[O:28])(=[O:72])[CH3:71]. Procedure details: To a solution of 4-nitrobenzyl (2R,5R,6R)-3,7-dioxo-6-[1-methyl-1-(4-nitrobenzyloxycarbonyloxy)ethyl]-1-azabicyclo[3.2.0]heptane-2-carboxylate (58 mg) and 4-(N,N-dimethylamino)pyridine (1.3 mg) in acetonitrile (3 ml) was added a solution of diisopropylethylamine (22.4 μl) in acetonitrile (0.21 ml) at 0° C. To the mixture was added a solution of diphenyl chlorophosphate (23.3 μl) in acetonitrile (0.21 ml) at 0° C. After stirring at 0° C. for 1.5 hours, the reaction mixture was cooled to -15° C., ... The product is ClC1=C2C(=NN=C1C1=CC=CC=C1)N(N=C2C2=CC=CC=C2)CC(F)(F)F (4-chloro-3,5-diphenyl-1-(2,2,2-trifluoroethyl)pyrazolo[3,4-c]pyridazine). Procedure: Compound IIk was synthesized from 4-chloro-3,5-diphenyl-1H-pyrazolo[3,4-c]pyridazine and 2,2,2-trifluoroethanol following the general procedure for the Mitsunobu reaction as described above. As a reaction SMILES: [Cl:1][C:2]1[C:7]([C:8]2[CH:13]=[CH:12][CH:11]=[CH:10][CH:9]=2)=[N:6][N:5]=[C:4]2[NH:14][N:15]=[C:16]([C:17]3[CH:22]=[CH:21][CH:20]=[CH:19][CH:18]=3)[C:3]=12.[F:23][C:24]([F:28])([F:27])[CH2:25]O>>[Cl:1][C:2]1[C:7]([C:8]2[CH:9]=[CH:10][CH:11]=[CH:12][CH:13]=2)=[N:6][N:5]=[C:4]2[N:14]([CH2:25][C:24]([F:28])([F:27])[F:23])[N:15]=[C:16]([C:17]3[CH:18]=[CH:19][CH:20]=[CH:21][CH:22]=3)[C:3]=12. Starting materials: ClC1=C2C(=NN=C1C1=CC=CC=C1)NN=C2C2=CC=CC=C2 (4-chloro-3,5-diphenyl-1H-pyrazolo[3,4-c]pyridazine), FC(CO)(F)F (2,2,2-trifluoroethanol).